The task is: describe an organic reaction: reactants, conditions, products, and yield. This data is from the Open Reaction Database (ORD), a public repository of structured organic reaction records. Reactants: CC1(OCCO1)C=1N=C(SC1)CN1N=C(C=C1)N (1-[4-(2-methyl-[1,3]dioxolan-2-yl)-thiazol-2-ylmethyl]-1H-pyrazol-3-ylamine), CC=1OC(=C(N1)C(=O)O)C1=CC(=CC=C1)OC(F)(F)F (2-methyl-5-(3-trifluoromethoxy-phenyl)-oxazole-4-carboxylic acid). Product: C(C)(=O)C=1N=C(SC1)CN1N=C(C=C1)NC(=O)C=1N=C(OC1C1=CC(=CC=C1)OC(F)(F)F)C (2-Methyl-5-(3-trifluoromethoxy-phenyl)-oxazole-4-carboxylic acid [1-(4-acetyl-thiazol-2-ylmethyl)-1H-pyrazol-3-yl]-amide). RXN SMILES: [CH3:1][C:2]1([C:7]2[N:8]=[C:9]([CH2:12][N:13]3[CH:17]=[CH:16][C:15]([NH2:18])=[N:14]3)[S:10][CH:11]=2)[O:6]CCO1.[CH3:19][C:20]1[O:21][C:22]([C:28]2[CH:33]=[CH:32][CH:31]=[C:30]([O:34][C:35]([F:38])([F:37])[F:36])[CH:29]=2)=[C:23]([C:25](O)=[O:26])[N:24]=1>>[C:2]([C:7]1[N:8]=[C:9]([CH2:12][N:13]2[CH:17]=[CH:16][C:15]([NH:18][C:25]([C:23]3[N:24]=[C:20]([CH3:19])[O:21][C:22]=3[C:28]3[CH:33]=[CH:32][CH:31]=[C:30]([O:34][C:35]([F:37])([F:36])[F:38])[CH:29]=3)=[O:26])=[N:14]2)[S:10][CH:11]=1)(=[O:6])[CH3:1]. Procedure details: Following general procedure B followed by C, starting from 1-[4-(2-methyl-[1,3]dioxolan-2-yl)-thiazol-2-ylmethyl]-1H-pyrazol-3-ylamine and 2-methyl-5-(3-trifluoromethoxy-phenyl)-oxazole-4-carboxylic acid. LC-MS-conditions 05: tR=0.98 min; [M+H]+=492.06. RXN SMILES: [Br:1][C:2]1[CH:7]=[CH:6][C:5]([N+:8]([O-])=O)=[CH:4][C:3]=1[Cl:11].CCO.[Cl-].[NH4+].O>C1COCC1.[Fe]>[Br:1][C:2]1[CH:7]=[CH:6][C:5]([NH2:8])=[CH:4][C:3]=1[Cl:11] |f:2.3|. Procedure details: To a solution of 1-bromo-2-chloro-4-nitrobenzene (1.0 g, 4.23 mmol) in THF (7.24 mL) was added EtOH (7.24 mL) followed by ammonium chloride (0.339 g, 6.34 mmol) in water (7.23 mL, 401 mmol) and iron (0.945 g, 16.92 mmol). The reaction mixture was heated at 60° C. in a sealed tube. After 3.5 hours, the reaction mixture was allowed to cool to room temperature and the heterogeneous mixture filtered through a disposable fritted funnel. The filter cake was washed with EtOAc. The solution was concentr... The reagents and catalysts are [Fe] (iron). The product is BrC1=C(C=C(N)C=C1)Cl (4-Bromo-3-chloroaniline). The solvent is C1CCOC1 (THF). Reactants: BrC1=C(C=C(C=C1)[N+](=O)[O-])Cl (1-bromo-2-chloro-4-nitrobenzene), CCO (EtOH), O (water), [Cl-].[NH4+] (ammonium chloride). Conditions: temperature 60 celsius, time 3.5 hour. The reactants are CC(=O)O[BH-](OC(C)=O)OC(C)=O, O=CCCNC(=O)C(Cc1ccccc1)NC(=O)OCc1ccccc1, CC(=O)O, COc1ccc(Cn2c(=O)ccn(C3OC(C(O)C(N)C(=O)OC(C)(C)C)C(O[Si](C)(C)C(C)(C)C)C3O[Si](C)(C)C(C)(C)C)c2=O)cc1, [Na+], C1CCOC1. The product is COc1ccc(Cn2c(=O)ccn(C3OC(C(O)C(NCCCNC(=O)C(Cc4ccccc4)NC(=O)OCc4ccccc4)C(=O)OC(C)(C)C)C(O[Si](C)(C)C(C)(C)C)C3O[Si](C)(C)C(C)(C)C)c2=O)cc1. As a reaction SMILES: [C:80]([O:81][BH-:82]([O:83][C:84](=[O:85])[CH3:86])[O:87][C:88](=[O:89])[CH3:90])(=[O:91])[CH3:92].[CH2:1]([c:2]1[cH:3][cH:4][cH:5][cH:6][cH:7]1)[CH:8]([C:9]([NH:10][CH2:11][CH2:12][CH:13]=[O:14])=[O:15])[NH:16][C:17]([O:18][CH2:19][c:20]1[cH:21][cH:22][cH:23][cH:24][cH:25]1)=[O:26].[CH3:76][C:77](=[O:78])[OH:79].[NH2:27][CH:28]([C:29](=[O:30])[O:31][C:32]([CH3:33])([CH3:34])[CH3:35])[CH:36]([OH:37])[CH:38]1[O:39][CH:40]([n:59]2[c:60](=[O:75])[n:61]([CH2:66][c:67]3[cH:68][cH:69][c:70]([O:73][CH3:74])[cH:71][cH:72]3)[c:62](=[O:65])[cH:63][cH:64]2)[CH:41]([O:51][Si:52]([CH3:53])([CH3:54])[C:55]([CH3:56])([CH3:57])[CH3:58])[CH:42]1[O:43][Si:44]([CH3:45])([CH3:46])[C:47]([CH3:48])([CH3:49])[CH3:50].[Na+:93].[O:94]1[CH2:95][CH2:96][CH2:97][CH2:98]1>>[CH2:1]([c:2]1[cH:3][cH:4][cH:5][cH:6][cH:7]1)[CH:8]([C:9]([NH:10][CH2:11][CH2:12][CH2:13][NH:27][CH:28]([C:29](=[O:30])[O:31][C:32]([CH3:33])([CH3:34])[CH3:35])[CH:36]([OH:37])[CH:38]1[O:39][CH:40]([n:59]2[c:60](=[O:75])[n:61]([CH2:66][c:67]3[cH:68][cH:69][c:70]([O:73][CH3:74])[cH:71][cH:72]3)[c:62](=[O:65])[cH:63][cH:64]2)[CH:41]([O:51][Si:52]([CH3:53])([CH3:54])[C:55]([CH3:56])([CH3:57])[CH3:58])[CH:42]1[O:43][Si:44]([CH3:45])([CH3:46])[C:47]([CH3:48])([CH3:49])[CH3:50])=[O:15])[NH:16][C:17]([O:18][CH2:19][c:20]1[cH:21][cH:22][cH:23][cH:24][cH:25]1)=[O:26]. The reactants are BrC=1C=C2C=CC(=CC2=CC1)O (6-bromo-2-naphthol), C(C=C)(=O)OC (methyl acrylate), C1(=C(C=CC=C1)P(C1=C(C=CC=C1)C)C1=C(C=CC=C1)C)C (tri-(o-tolyl)-phosphine). Reagents/catalysts: C(C)(=O)[O-].[Pd+2].C(C)(=O)[O-] (palladium acetate). Solvent: C(C)N(CC)CC (triethylamine). Reaction conditions: time 15 hour. Product: OC=1C=C2C=CC(=CC2=CC1)/C=C/C(=O)OC (methyl (E)-3-(6-hydroxy-naphthalen-2-yl)-acrylate). Yield: 71.4%. RXN SMILES: Br[C:2]1[CH:3]=[C:4]2[C:9](=[CH:10][CH:11]=1)[CH:8]=[C:7]([OH:12])[CH:6]=[CH:5]2.[C:13]([O:17][CH3:18])(=[O:16])[CH:14]=[CH2:15].C1(C)C=CC=CC=1P(C1C=CC=CC=1C)C1C=CC=CC=1C>C([O-])(=O)C.[Pd+2].C([O-])(=O)C.C(N(CC)CC)C>[OH:12][C:7]1[CH:8]=[C:9]2[C:4](=[CH:5][CH:6]=1)[CH:3]=[C:2](/[CH:15]=[CH:14]/[C:13]([O:17][CH3:18])=[O:16])[CH:11]=[CH:10]2 |f:3.4.5|. Procedure details: 5 g (22.4 mmol) of 6-bromo-2-naphthol, 6 ml (67.2 mmol) of methyl acrylate, 100 mg (0.45 mmol) of palladium acetate and 25 ml of triethylamine were placed in a flask gassed with nitrogen. After the addition of 545 mg (1.79 mmol) of tri-(o-tolyl)-phosphine the reaction mixture was boiled under reflux overnight. After 15 hours the reaction was interrupted and the mixture was partitioned between ethyl acetate and water. The organic phase was back-washed three times with water and the aqueous phases... Starting materials: FC(C1=CC=C(C=C1)C1NCCC1)(F)F ((RS)-2-(4-trifluoromethyl-phenyl)-pyrrolidine), FC1=CC=C(C=C1)S(=O)(=O)Cl (4-fluoro-benzenesulfonyl chloride). Yields the product FC1=CC=C(C=C1)S(=O)(=O)N1C(CCC1)C1=CC=C(C=C1)C(F)(F)F ((RS)-1-(4-Floro-benzenesulfonyl)-2-(4-trifluoromethyl-phenyl)-pyrrolidine). As a reaction SMILES: [F:1][C:2]([F:15])([F:14])[C:3]1[CH:8]=[CH:7][C:6]([CH:9]2[CH2:13][CH2:12][CH2:11][NH:10]2)=[CH:5][CH:4]=1.[F:16][C:17]1[CH:22]=[CH:21][C:20]([S:23](Cl)(=[O:25])=[O:24])=[CH:19][CH:18]=1>>[F:16][C:17]1[CH:22]=[CH:21][C:20]([S:23]([N:10]2[CH2:11][CH2:12][CH2:13][CH:9]2[C:6]2[CH:7]=[CH:8][C:3]([C:2]([F:1])([F:14])[F:15])=[CH:4][CH:5]=2)(=[O:25])=[O:24])=[CH:19][CH:18]=1. Procedure details: The title compound, white solid, m.p. 114° C. and MS: m/e=373 (M+) was prepared in accordance with the general method of example 1e from (RS)-2-(4-trifluoromethyl-phenyl)-pyrrolidine and 4-fluoro-benzenesulfonyl chloride. Product: C(C)OP(OCC)(=O)C1N(C2=CC=C(C=C2CC1)C(F)(F)F)C(=O)OCC(Cl)(Cl)Cl (1-(2,2,2-Trichloroethoxycarbonyl)-6-trifluoromethyl-1,2,3,4-tetrahydroquinoline-2-phosphonic acid diethyl ester). The reactants are C(C)OP(OCC)(=O)C1N(C2=CC=C(C=C2C=C1)C(F)(F)F)C(=O)OCC(Cl)(Cl)Cl (1-(2,2,2-trichloroethoxycarbonyl)-6-trifluoromethyl-1,2-dihydroquinoline-2-phosphonic acid diethyl ester). Run in C(C)O (ethanol). The reagents and catalysts are [Pt](=O)=O (platinum(IV)-oxide). Reaction SMILES: [CH2:1]([O:3][P:4]([CH:9]1[CH:18]=[CH:17][C:16]2[C:11](=[CH:12][CH:13]=[C:14]([C:19]([F:22])([F:21])[F:20])[CH:15]=2)[N:10]1[C:23]([O:25][CH2:26][C:27]([Cl:30])([Cl:29])[Cl:28])=[O:24])(=[O:8])[O:5][CH2:6][CH3:7])[CH3:2]>C(O)C.[Pt](=O)=O>[CH2:6]([O:5][P:4]([CH:9]1[CH2:18][CH2:17][C:16]2[C:11](=[CH:12][CH:13]=[C:14]([C:19]([F:20])([F:21])[F:22])[CH:15]=2)[N:10]1[C:23]([O:25][CH2:26][C:27]([Cl:30])([Cl:28])[Cl:29])=[O:24])(=[O:8])[O:3][CH2:1][CH3:2])[CH3:7]. Procedure: 71.6 g of 1-(2,2,2-trichloroethoxycarbonyl)-6-trifluoromethyl-1,2-dihydroquinoline-2-phosphonic acid diethyl ester is dissolved in 800 ml of ethanol, mixed with 3.6 g of platinum(IV)-oxide and hydrogenated at normal pressure. It is filtered, concentrated by evaporation and recrystallized from isopropyl ether. The reactants are C(C1=CC=CC=C1)(C1=CC=CC=C1)(C1=CC=CC=C1)NC=1SC=C(N1)C(C(=O)NC1[C@@H]2N(C(=C(CS2)COC(C)=O)C(=O)OC(C2=CC=CC=C2)C2=CC=CC=C2)C1=O)=NOC(C)(OC)C (diphenylmethyl 7-[2-(2-tritylamino-4-thiazolyl)-2-(1-methyl-1-methoxyethoxyimino)-acetamido]-3-acetoxymethyl-ceph-3-eme-4-carboxylate), Cl (hydrochloric acid). Run in CC(=O)C (acetone). Conditions: time 2 hour. Product: C(C1=CC=CC=C1)(C1=CC=CC=C1)(C1=CC=CC=C1)NC=1SC=C(N1)C(C(=O)NC1[C@@H]2N(C(=C(CS2)COC(C)=O)C(=O)OC(C2=CC=CC=C2)C2=CC=CC=C2)C1=O)=NO (diphenylmethyl 7-[2-(2-tritylamino-4-thiazolyl)-2-hydroxyimino-acetamido]-3-acetoxymethyl-ceph-3-eme-4-carboxylate). RXN SMILES: [C:1]([NH:20][C:21]1[S:22][CH:23]=[C:24]([C:26](=[N:60][O:61]C(C)(OC)C)[C:27]([NH:29][CH:30]2[C:58](=[O:59])[N:32]3[C:33]([C:42]([O:44][CH:45]([C:52]4[CH:57]=[CH:56][CH:55]=[CH:54][CH:53]=4)[C:46]4[CH:51]=[CH:50][CH:49]=[CH:48][CH:47]=4)=[O:43])=[C:34]([CH2:37][O:38][C:39](=[O:41])[CH3:40])[CH2:35][S:36][C@H:31]23)=[O:28])[N:25]=1)([C:14]1[CH:19]=[CH:18][CH:17]=[CH:16][CH:15]=1)([C:8]1[CH:13]=[CH:12][CH:11]=[CH:10][CH:9]=1)[C:2]1[CH:7]=[CH:6][CH:5]=[CH:4][CH:3]=1.Cl>CC(C)=O>[C:1]([NH:20][C:21]1[S:22][CH:23]=[C:24]([C:26](=[N:60][OH:61])[C:27]([NH:29][CH:30]2[C:58](=[O:59])[N:32]3[C:33]([C:42]([O:44][CH:45]([C:52]4[CH:53]=[CH:54][CH:55]=[CH:56][CH:57]=4)[C:46]4[CH:51]=[CH:50][CH:49]=[CH:48][CH:47]=4)=[O:43])=[C:34]([CH2:37][O:38][C:39](=[O:41])[CH3:40])[CH2:35][S:36][C@H:31]23)=[O:28])[N:25]=1)([C:8]1[CH:9]=[CH:10][CH:11]=[CH:12][CH:13]=1)([C:2]1[CH:3]=[CH:4][CH:5]=[CH:6][CH:7]=1)[C:14]1[CH:19]=[CH:18][CH:17]=[CH:16][CH:15]=1. Procedure details: A mixture of 2.775 g of the product of Step C, 14 ml of acetone and 4.5 ml of N hydrochloric acid was stirred for 2 hours at room temperature and the acetone was evaporated under reduced pressure. 20 ml of ethyl acetate were added thereto and the mixture was stirred and decanted. The organic phase was washed 4 times with 10 ml of slightly salted water and the wash waters were extracted with 5 ml of ethyl acetate. The combined organic phases were dried and vacuum filtered and the filter was rinse... The reactants are ClC=1C=C(CN(C(C=C2OC(OC2=O)(C)C)=O)C)C=CC1Cl (N-(3,4-dichloro-benzyl)-2-(2,2-dimethyl-5-oxo-[1,3]dioxolan-4-ylidene)-N-methyl-acetamide), C=O (paraformaldehyde), NC(CO)CC1=CNC2=CC=CC=C12 (2-amino-3-(1H-indol-3-yl)-propan-1-ol), compound 86-A, compound 767. Product: ClC=1C=C(CN(C(=O)C=2CN(C(C2O)=O)C(CC2=CNC3=CC=CC=C23)CO)C)C=CC1Cl (4-Hydroxy-1-[1-hydroxymethyl-2-(1H-indol-3-yl)-ethyl]-5-oxo-2,5-dihydro-1H-pyrrole-3-carboxylic acid (3,4-dichloro-benzyl)-methyl-amide), solid. The yield is 8.0%. Reaction SMILES: [Cl:1][C:2]1[CH:3]=[C:4]([CH:19]=[CH:20][C:21]=1[Cl:22])[CH2:5][N:6]([CH3:18])[C:7](=[O:17])[CH:8]=[C:9]1[C:13](=[O:14])OC(C)(C)[O:10]1.[CH2:23]=O.[NH2:25][CH:26]([CH2:29][C:30]1[C:38]2[C:33](=[CH:34][CH:35]=[CH:36][CH:37]=2)[NH:32][CH:31]=1)[CH2:27][OH:28]>>[Cl:1][C:2]1[CH:3]=[C:4]([CH:19]=[CH:20][C:21]=1[Cl:22])[CH2:5][N:6]([CH3:18])[C:7]([C:8]1[CH2:23][N:25]([CH:26]([CH2:27][OH:28])[CH2:29][C:30]2[C:38]3[C:33](=[CH:34][CH:35]=[CH:36][CH:37]=3)[NH:32][CH:31]=2)[C:13](=[O:14])[C:9]=1[OH:10])=[O:17]. Reported procedure: Compound 768 was prepared from N-(3,4-dichloro-benzyl)-2-(2,2-dimethyl-5-oxo-[1,3]dioxolan-4-ylidene)-N-methyl-acetamide, paraformaldehyde and 2-amino-3-(1H-indol-3-yl)-propan-1-ol according to the procedures described for compound 86-A and compound 767. The title compound was isolated as a yellow solid (0.0038 g, 8% yield). 1HNMR (300 MHz, CDCl3) δ: 7.52 (1H, d, J=8.05 Hz), 7.36–7.29 (3H, m), 7.14–6.98 (4H, m), 4.46 (2H, s), 4.40–4.36 (1H, m), 3.99 (2H, s), 3.81–3.78 (2H, m), 3.11–3.08 (3H, m),... Reactants: CCCCc1oc2ccccc2c1-c1ncc(-c2ccc3c(Br)c(O)ccc3c2)o1, N#CCBr, O=C([O-])[O-], CC(C)=O, [Cs+], [Cs+]. Yields the product CCCCc1oc2ccccc2c1-c1ncc(-c2ccc3c(Br)c(OCC#N)ccc3c2)o1. RXN SMILES: [Br:1][c:2]1[c:3]([OH:30])[cH:4][cH:5][c:6]2[cH:7][c:8](-[c:12]3[cH:13][n:14][c:15](-[c:17]4[c:18]([CH2:26][CH2:27][CH2:28][CH3:29])[o:19][c:20]5[c:21]4[cH:22][cH:23][cH:24][cH:25]5)[o:16]3)[cH:9][cH:10][c:11]12.[Br:31][CH2:32][C:33]#[N:34].[C:35](=[O:36])([O-:37])[O-:38].[CH3:41][C:42](=[O:43])[CH3:44].[Cs+:39].[Cs+:40]>>[Br:1][c:2]1[c:3]([O:30][CH2:32][C:33]#[N:34])[cH:4][cH:5][c:6]2[cH:7][c:8](-[c:12]3[cH:13][n:14][c:15](-[c:17]4[c:18]([CH2:26][CH2:27][CH2:28][CH3:29])[o:19][c:20]5[c:21]4[cH:22][cH:23][cH:24][cH:25]5)[o:16]3)[cH:9][cH:10][c:11]12.